Dataset: the Open Reaction Database (ORD), a public repository of structured organic reaction records. Task: describe an organic reaction: reactants, conditions, products, and yield Starting materials: CC(C)(C)Br, CCCC[N+](CCCC)(CCCC)CCCC, Cc1ccccc1, CCN(C(C)C)C(C)C, [I-], O=[N+]([O-])c1ccc2cc[nH]c2c1, O=S(=O)([O-])C(F)(F)F, O=S(=O)([O-])C(F)(F)F, [Zn+2]. Yields the product CC(C)(C)c1c[nH]c2cc([N+](=O)[O-])ccc12. As a reaction SMILES: [C:22]([CH3:23])([CH3:24])([CH3:25])[Br:26].[CH2:28]([N+:29]([CH2:30][CH2:31][CH2:32][CH3:33])([CH2:34][CH2:35][CH2:36][CH3:37])[CH2:38][CH2:39][CH2:40][CH3:41])[CH2:42][CH2:43][CH3:44].[CH3:45][c:46]1[cH:47][cH:48][cH:49][cH:50][cH:51]1.[CH:13]([N:14]([CH2:15][CH3:16])[CH:17]([CH3:18])[CH3:19])([CH3:20])[CH3:21].[I-:27].[N+:1](=[O:2])([O-:3])[c:4]1[cH:5][cH:6][c:7]2[cH:8][cH:9][nH:10][c:11]2[cH:12]1.[S:52]([O-:53])([C:54]([F:55])([F:56])[F:57])(=[O:58])=[O:59].[S:61]([O-:62])([C:63]([F:64])([F:65])[F:66])(=[O:67])=[O:68].[Zn+2:60]>>[N+:1](=[O:2])([O-:3])[c:4]1[cH:5][cH:6][c:7]2[c:8]([C:22]([CH3:23])([CH3:24])[CH3:25])[cH:9][nH:10][c:11]2[cH:12]1. Starting materials: Cc1cc(CC2CO2)ccc1C=O, Cc1cc(O)ccc1C=O, ClCC1CO1, [Na+], [OH-]. Product: Cc1cc(OCC2CO2)ccc1C=O. RXN SMILES: [CH3:16][c:17]1[cH:18][c:19]([CH2:20][CH:21]2[O:22][CH2:23]2)[cH:24][cH:25][c:26]1[CH:27]=[O:28].[CH3:6][c:7]1[c:8]([CH:9]=[O:10])[cH:11][cH:12][c:13]([OH:15])[cH:14]1.[Cl:1][CH2:2][CH:3]1[CH2:4][O:5]1.[Na+:30].[OH-:29]>>[CH2:2]([CH:3]1[CH2:4][O:5]1)[O:15][c:13]1[cH:12][cH:11][c:8]([CH:9]=[O:10])[c:7]([CH3:6])[cH:14]1. The reactants are BrC=1C=CC=C2C(CCOC12)C(=O)O (8-bromo-3,4-dihydro-2H-chromene-4-carboxylic acid). Run in C1CCOC1 (THF), C1CCOC1 (THF). Reaction conditions: temperature 0 celsius, time 2.5 hour. Product: BrC=1C=CC=C2C(CCOC12)CO ((8-bromo-3,4-dihydro-2H-chromen-4-yl)methanol). RXN SMILES: [Br:1][C:2]1[CH:3]=[CH:4][CH:5]=[C:6]2[C:11]=1[O:10][CH2:9][CH2:8][CH:7]2[C:12](O)=[O:13]>C1COCC1>[Br:1][C:2]1[CH:3]=[CH:4][CH:5]=[C:6]2[C:11]=1[O:10][CH2:9][CH2:8][CH:7]2[CH2:12][OH:13]. Procedure: A solution of 8-bromo-3,4-dihydro-2H-chromene-4-carboxylic acid (3.1 g, 12 mmol) in 50 mL THF was added BH3 (24 mL, 24 mmol, C=1.0 M in THF) dropwise at 0° C. The mixture was stirred at 0° C. for 2-3 hours before quenched with MeOH (8 mL), and evaporated. The residue was partitioned between water and EtOAc. The organic phase was washed with 3N HCl, saturated Na2CO3, and brine, dried over anhydrous Na2SO4 and concentrated to afford (8-bromo-3,4-dihydro-2H-chromen-4-yl)methanol. Reactants: C([O-])([O-])=O.[K+].[K+] (Potassium carbonate), [I-].[Na+] (sodium iodide), C(CC)NC(=O)C1=CC=2N(C3=CC=CC=C3SC2C=C1)C(CN1CCCC1)C (N-propyl-10-[1-(1-pyrrolidinyl)-2-propyl]-2-phenothiazinecarboxamide), BrCC(=O)C1=CC=CC=C1 (2-bromoacetophenone). Run in C(C)#N (acetonitrile). Reaction conditions: time 4 hour. The product is [Br-].C(C1=CC=CC=C1)(=O)C[N+]1(CCCC1)CC(C)N1C2=CC=CC=C2SC=2C=CC(=CC12)C(NCCC)=O (1-Benzoylmethyl-1-[2-(2-propylcarbamoyl-10-phenothiazinyl)propyl]pyrrolidinium bromide). RXN SMILES: C(=O)([O-])[O-].[K+].[K+].[I-].[Na+].[CH2:9]([NH:12][C:13]([C:15]1[CH:28]=[CH:27][C:26]2[S:25][C:24]3[C:19](=[CH:20][CH:21]=[CH:22][CH:23]=3)[N:18]([CH:29]([CH3:36])[CH2:30][N:31]3[CH2:35][CH2:34][CH2:33][CH2:32]3)[C:17]=2[CH:16]=1)=[O:14])[CH2:10][CH3:11].[Br:37][CH2:38][C:39]([C:41]1[CH:46]=[CH:45][CH:44]=[CH:43][CH:42]=1)=[O:40]>C(#N)C>[Br-:37].[C:39]([CH2:38][N+:31]1([CH2:30][CH:29]([N:18]2[C:17]3[CH:16]=[C:15]([C:13](=[O:14])[NH:12][CH2:9][CH2:10][CH3:11])[CH:28]=[CH:27][C:26]=3[S:25][C:24]3[C:19]2=[CH:20][CH:21]=[CH:22][CH:23]=3)[CH3:36])[CH2:35][CH2:34][CH2:33][CH2:32]1)(=[O:40])[C:41]1[CH:46]=[CH:45][CH:44]=[CH:43][CH:42]=1 |f:0.1.2,3.4,8.9|. Procedure: Potassium carbonate (2.1 g) and sodium iodide (0.1 g) are added to a solution of N-propyl-10-[1-(1-pyrrolidinyl)-2-propyl]-2-phenothiazinecarboxamide, L series (2.16 g), and 2-bromoacetophenone (2.5 g) in acetonitrile (25 cc), and the mixture is brought to reflux with stirring for 4 hours. After cooling, the reaction mixture is filtered and concentrated to dryness under reduced pressure (30 mm Hg; 4 kPa) at 40° C. The residue is purified by chromatography on a column (height: 25 cm; diameter: 3.... The reactants are ClC1=C(C#N)C=C(C(=N1)Cl)Cl (2,5,6-Trichloronicotinonitrile), CC1=CC(=NN1)N (5-methyl-1H-pyrazol-3-amine), CCN(C(C)C)C(C)C (DIEA). Run in CCO (EtOH). Conditions: temperature 55 celsius. Product: ClC1=C(C#N)C=C(C(=N1)NC1=NNC(=C1)C)Cl (2,5-Dichloro-6-[(5-methyl-1H-pyrazol-3-yl)amino]nicotinonitrile). Isolated yield 59.8%. Reaction SMILES: [Cl:1][C:2]1[N:9]=[C:8](Cl)[C:7]([Cl:11])=[CH:6][C:3]=1[C:4]#[N:5].[CH3:12][C:13]1[NH:17][N:16]=[C:15]([NH2:18])[CH:14]=1.CCN(C(C)C)C(C)C>CCO>[Cl:1][C:2]1[N:9]=[C:8]([NH:18][C:15]2[CH:14]=[C:13]([CH3:12])[NH:17][N:16]=2)[C:7]([Cl:11])=[CH:6][C:3]=1[C:4]#[N:5]. Procedure: To a 25-ml, round-bottom flask, was added 2,5,6-trichloronicotinonitrile (Method 44, 1 g, 4.8 mmol), 5-methyl-1H-pyrazol-3-amine (466 mg, 4.8 mmol), DIEA (1.1 ml, 6.3 mmol), and EtOH (5 ml) and set to heat at 55° C. for 16 hours. The resulting mixture was then purified by silica gel chromatography (Biotage Horizon System) using 25-75% EtOAc/hexanes to give 770 mg of the title compound. 1H NMR: 12.36 (s, 1H) 9.68 (s, 1H) 8.39 (s, 1H) 6.32 (s, 1H) 2.29 (s, 3H). MS: Calcd.: 268. Found: [M+H]+ 267/2... The reactants are O=C([O-])[O-], C#CCBr, CC(C)=O, CC(C)NC(C)C, [Cs+], [Cs+]. The product is C#CCN(C(C)C)C(C)C. RXN SMILES: [C:12](=[O:13])([O-:14])[O-:15].[CH2:1]([C:2]#[CH:3])[Br:4].[CH3:18][C:19](=[O:20])[CH3:21].[CH:5]([CH3:6])([CH3:7])[NH:8][CH:9]([CH3:10])[CH3:11].[Cs+:16].[Cs+:17]>>[CH:1]#[C:2][CH2:3][N:8]([CH:5]([CH3:6])[CH3:7])[CH:9]([CH3:10])[CH3:11]. Product: C=CC(=O)Nc1cc2c(Nc3cc(Cl)c(Cl)cc3F)ncnc2cc1OCCCN1CCOCC1. Reactants: C=CC(=O)Cl, C1CCOC1, Nc1cc2c(Nc3cc(Cl)c(Cl)cc3F)ncnc2cc1OCCCN1CCOCC1. Reaction SMILES: [C:1]([CH:2]=[CH2:3])(=[O:4])[Cl:5].[CH2:37]1[O:38][CH2:39][CH2:40][CH2:41]1.[NH2:6][c:7]1[cH:8][c:9]2[c:10]([NH:27][c:28]3[cH:29][c:30]([Cl:36])[c:31]([Cl:35])[cH:32][c:33]3[F:34])[n:11][cH:12][n:13][c:14]2[cH:15][c:16]1[O:17][CH2:18][CH2:19][CH2:20][N:21]1[CH2:22][CH2:23][O:24][CH2:25][CH2:26]1>>[C:1]([CH:2]=[CH2:3])(=[O:4])[NH:6][c:7]1[cH:8][c:9]2[c:10]([NH:27][c:28]3[cH:29][c:30]([Cl:36])[c:31]([Cl:35])[cH:32][c:33]3[F:34])[n:11][cH:12][n:13][c:14]2[cH:15][c:16]1[O:17][CH2:18][CH2:19][CH2:20][N:21]1[CH2:22][CH2:23][O:24][CH2:25][CH2:26]1. Starting materials: ClC(=O)OC (methyl chloroformate), O(C1=CC=CC=C1)C1=NC=CC=C1NO (N-(2-phenoxypyridin-3-yl)hydroxylamine), C(=O)(O)[O-].[Na+] (NaHCO3), C(Cl)Cl (methylene chloride), ClC(=O)OC (methyl chloroformate), ClC(=O)OC (methyl chloroformate). Solvent: O (water). Conditions: time 1 hour. Yields the product ON(C(OC)=O)C=1C(=NC=CC1)OC1=CC=CC=C1 (Methyl N-hydroxy-N-(2-phenoxypyridin-3-yl)carbamate). As a reaction SMILES: Cl[C:2]([O:4][CH3:5])=[O:3].[O:6]([C:13]1[C:18]([NH:19][OH:20])=[CH:17][CH:16]=[CH:15][N:14]=1)[C:7]1[CH:12]=[CH:11][CH:10]=[CH:9][CH:8]=1.C([O-])(O)=O.[Na+].C(Cl)Cl>O>[OH:20][N:19]([C:18]1[C:13]([O:6][C:7]2[CH:8]=[CH:9][CH:10]=[CH:11][CH:12]=2)=[N:14][CH:15]=[CH:16][CH:17]=1)[C:2](=[O:3])[O:4][CH3:5] |f:2.3|. Procedure: 3 g (mmol) of methyl chloroformate were added dropwise at 0° C. to a mixture of 7.8 g (39 mmol) of N-(2-phenoxypyridin-3-yl)hydroxylamine (Example 1.b), 4 g (50 mmol) of NaHCO3 (solid) and 10 ml of methylene chloride. After 1 hour at room temperature (approximately 25° C.), the reaction mixture was treated with a further 2 g of methyl chloroformate and stirred for a further 2 hours at room temperature. The reaction mixture was subsequently treated with a further 2 g of methyl chloroformate and l... The reactants are COC(=O)C(C)c1ccc2c(c1)OCCn1cc(-c3ncnn3C(C)C)nc1-2, [Li+], [OH-]. The product is CC(C(=O)O)c1ccc2c(c1)OCCn1cc(-c3ncnn3C(C)C)nc1-2. RXN SMILES: [CH:1]([CH3:2])([CH3:3])[n:4]1[n:5][cH:6][n:7][c:8]1-[c:9]1[n:10][c:11]2[n:12]([cH:28]1)[CH2:13][CH2:14][O:15][c:16]1[c:17]-2[cH:18][cH:19][c:20]([CH:22]([C:23](=[O:24])[O:25][CH3:26])[CH3:27])[cH:21]1.[Li+:29].[OH-:30]>>[CH:1]([CH3:2])([CH3:3])[n:4]1[n:5][cH:6][n:7][c:8]1-[c:9]1[n:10][c:11]2[n:12]([cH:28]1)[CH2:13][CH2:14][O:15][c:16]1[c:17]-2[cH:18][cH:19][c:20]([CH:22]([C:23](=[O:24])[OH:25])[CH3:27])[cH:21]1. Yields the product C1(=CC=CC=C1)C1=NC2=C(C=3C=CC=CC13)NN=C2C(=O)O (5-Phenyl-1H-pyrazolo[4,3-c]isoquinoline-3-carboxylic acid). Starting materials: [Mn](=O)(=O)(=O)[O-].[K+] (potassium permanganate), C1(=CC=CC=C1)C1=NC2=C(C=3C=CC=CC13)NN=C2C (5-phenyl-3-methyl-1H-pyrazolo[4,3-c]isoquinoline), O (water). Conditions: temperature 40 celsius, time 12 hour. The solvent is N1=CC=CC=C1 (pyridine). Procedure: 2.1 g of potassium permanganate in 36 ml of water were added to a solution of 600 mg of 5-phenyl-3-methyl-1H-pyrazolo[4,3-c]isoquinoline in 36 ml of pyridine. The mixture was stirred at 40° C. for 12 h. The resulting suspension was filtered with suction through silica gel, after which the filtrate was concentrated under reduced pressure and the residue was purified by means of HPLC (Merk-Hibar-Lichrospher 100-RP-18, water (0.1% trifluoroacetic acid)/acetonitrile (0.1% trifluoroacetic acid)=80/20... RXN SMILES: [Mn]([O-])(=O)(=O)=[O:2].[K+].[C:7]1([C:13]2[C:22]3[CH:21]=[CH:20][CH:19]=[CH:18][C:17]=3[C:16]3[NH:23][N:24]=[C:25]([CH3:26])[C:15]=3[N:14]=2)[CH:12]=[CH:11][CH:10]=[CH:9][CH:8]=1.[OH2:27]>N1C=CC=CC=1>[C:7]1([C:13]2[C:22]3[CH:21]=[CH:20][CH:19]=[CH:18][C:17]=3[C:16]3[NH:23][N:24]=[C:25]([C:26]([OH:2])=[O:27])[C:15]=3[N:14]=2)[CH:8]=[CH:9][CH:10]=[CH:11][CH:12]=1 |f:0.1|.